Dataset: the Open Reaction Database (ORD), a public repository of structured organic reaction records. Task: describe an organic reaction: reactants, conditions, products, and yield The reactants are C(Cl)C1CO1 (epichlorohydrin), COC1=CC=2C(C3=C(C(=NC4=CC=CC=C34)N3CCNCC3)C2C=C1)=NO (9-Methoxy-6-(piperazin-1-yl)-11H-indeno[1,2-c]quinolin-11-one oxime), ClCCN1CCCC1.Cl (1-(2-chloroethyl)pyrrolidine·HCl), COC1=CC=2C(C3=C(C(=NC4=CC=CC=C34)N3CCNCC3)C2C=C1)=O (9-Methoxy-6-(piperazin-1-yl)-11H-indeno[1,2-c]quinolin-11-one). Product: N1(CCCC1)CCON=C1C=2C=C(C=CC2C=2C(=NC3=CC=CC=C3C21)N2CCNCC2)OC (9-Methoxy-6-(piperazin-1-yl)-11H-indeno[1,2-c]quinolin-11-one O-2-(pyrrolidin-1-yl)ethyl oxime). Reaction SMILES: [CH3:1][O:2][C:3]1[CH:25]=[CH:24][C:23]2[C:8]3[C:9]([N:17]4[CH2:22][CH2:21][NH:20][CH2:19][CH2:18]4)=[N:10][C:11]4[C:16]([C:7]=3[C:6](=[N:26][OH:27])[C:5]=2[CH:4]=1)=[CH:15][CH:14]=[CH:13][CH:12]=4.Cl[CH2:29][CH2:30][N:31]1[CH2:35][CH2:34][CH2:33][CH2:32]1.Cl.COC1C=CC2C3C(N4CCNCC4)=NC4C(C=3C(=O)C=2C=1)=CC=CC=4.C(C1OC1)Cl>>[N:31]1([CH2:30][CH2:29][O:27][N:26]=[C:6]2[C:7]3[C:16]4[C:11](=[CH:12][CH:13]=[CH:14][CH:15]=4)[N:10]=[C:9]([N:17]4[CH2:22][CH2:21][NH:20][CH2:19][CH2:18]4)[C:8]=3[C:23]3[CH:24]=[CH:25][C:3]([O:2][CH3:1])=[CH:4][C:5]2=3)[CH2:35][CH2:34][CH2:33][CH2:32]1 |f:1.2|. Procedure: 9-Methoxy-6-(piperazin-1-yl)-11H-indeno[1,2-c]quinolin-11-one O-2-(pyrrolidin-1-yl)ethyl oxime (6u) was prepared substantially according to the procedures as set forth in the above Synthesis Example 18, except that compound 6p and 1-(2-chloroethyl)pyrrolidine·HCl were used in place of compound 5x and epichlorohydrin, respectively, giving the title compound at a yield of 43%. Starting materials: C(C)(C)(C)OC(=O)N[C@H](C(=O)O)CCC[C@H](CCC(C)C)[C@H]([C@H](C)OCC1=CC=C(C=C1)OC)O[Si](C(C)C)(C(C)C)C(C)C ((2S,6R)-2-((tert-Butoxycarbonyl)amino)-6-((1R,2S)-2-((4-methoxybenzyl)oxy)-1-((triisopropylsilyl)oxy)propyl)-9-methyldecanoic acid). The reagents and catalysts are [Pd] (Pd/C). The solvent is C1CCOC1 (THF). Run at temperature 50 celsius, time 8 hour. The product is C(C)(C)(C)OC(=O)N[C@H](C(=O)O)CCC[C@H](CCC(C)C)[C@H]([C@H](C)O)O[Si](C(C)C)(C(C)C)C(C)C ((2S,6R)-2-((tert-butoxycarbonyl)amino)-6-((1R,2S)-2-hydroxy-1-((triisopropylsilyl)oxy)propyl)-9-methyldecanoic acid). RXN SMILES: [C:1]([O:5][C:6]([NH:8][C@@H:9]([CH2:13][CH2:14][CH2:15][C@@H:16]([C@@H:22]([O:35][Si:36]([CH:43]([CH3:45])[CH3:44])([CH:40]([CH3:42])[CH3:41])[CH:37]([CH3:39])[CH3:38])[C@@H:23]([O:25]CC1C=CC(OC)=CC=1)[CH3:24])[CH2:17][CH2:18][CH:19]([CH3:21])[CH3:20])[C:10]([OH:12])=[O:11])=[O:7])([CH3:4])([CH3:3])[CH3:2]>C1COCC1.[Pd]>[C:1]([O:5][C:6]([NH:8][C@@H:9]([CH2:13][CH2:14][CH2:15][C@@H:16]([C@@H:22]([O:35][Si:36]([CH:37]([CH3:39])[CH3:38])([CH:40]([CH3:42])[CH3:41])[CH:43]([CH3:45])[CH3:44])[C@@H:23]([OH:25])[CH3:24])[CH2:17][CH2:18][CH:19]([CH3:20])[CH3:21])[C:10]([OH:12])=[O:11])=[O:7])([CH3:4])([CH3:2])[CH3:3]. Procedure details: (2S,6R)-2-((tert-Butoxycarbonyl)amino)-6-((1R,2S)-2-((4-methoxybenzyl)oxy)-1-((triisopropylsilyl)oxy)propyl)-9-methyldecanoic acid (8.55 g, 13.1 mmol) was dissolved in THF (40 ml) in a high pressure reactor with a stir bar. To the resulting solution was added 5% Pd/C (1.40 g, 0.656 mmol) was added, the reactor was sealed and purged with H2 (4×), and then charged to 600 psi with H2 at room temperature. The reactor was heated to 50° C. for 12 h and then stirred at room temperature overnight. The r... The reactants are ClCCl, CCOC(=O)N=NC(=O)OCC, COc1cc2c(=O)n(COC(=O)C(C)(C)C)cnc2cc1O, c1ccc(P(c2ccccc2)c2ccccc2)cc1, OCCn1ccnc1. The product is COc1cc2c(=O)n(COC(=O)C(C)(C)C)cnc2cc1OCCn1ccnc1. RXN SMILES: [CH2:62]([Cl:63])[Cl:64].[O:1]=[C:2]([O:3][CH2:4][CH3:5])[N:6]=[N:7][C:8]([O:9][CH2:10][CH3:11])=[O:12].[OH:13][c:14]1[c:15]([O:33][CH3:34])[cH:16][c:17]2[c:18](=[O:32])[n:19]([CH2:24][O:25][C:26]([C:27]([CH3:28])([CH3:29])[CH3:30])=[O:31])[cH:20][n:21][c:22]2[cH:23]1.[c:43]1([P:44]([c:45]2[cH:46][cH:47][cH:48][cH:49][cH:50]2)[c:51]2[cH:52][cH:53][cH:54][cH:55][cH:56]2)[cH:57][cH:58][cH:59][cH:60][cH:61]1.[n:35]1([CH2:40][CH2:41][OH:42])[cH:36][n:37][cH:38][cH:39]1>>[O:13]([c:14]1[c:15]([O:33][CH3:34])[cH:16][c:17]2[c:18](=[O:32])[n:19]([CH2:24][O:25][C:26]([C:27]([CH3:28])([CH3:29])[CH3:30])=[O:31])[cH:20][n:21][c:22]2[cH:23]1)[CH2:41][CH2:40][n:35]1[cH:36][n:37][cH:38][cH:39]1. The reactants are O=C1OCCC1N1C(CCC1)=O (1-(tetrahydro-2-oxo-3-furyl)-2-pyrrolidinone), N (ammonia). Run in CO (methanol). Conditions: time 30 minute. The product is OCCC(C(=O)N)N1C(CCC1)=O (alpha-(2-hydroxyethyl)-2-oxo-1-pyrrolidineacetamide). Yield: 90.0%. Reaction SMILES: [O:1]=[C:2]1[CH:6]([N:7]2[CH2:11][CH2:10][CH2:9][C:8]2=[O:12])[CH2:5][CH2:4][O:3]1.[NH3:13]>CO>[OH:3][CH2:4][CH2:5][CH:6]([N:7]1[CH2:11][CH2:10][CH2:9][C:8]1=[O:12])[C:2]([NH2:13])=[O:1]. Procedure details: 10.15 g (0.06 mol) of 1-(tetrahydro-2-oxo-3-furyl)-2-pyrrolidinone are dissolved in 100 ml of methanol and the solution is saturated with ammonia, the temperature rising spontaneously to 40° C. The mixture is kept at that temperature for 30 minutes, whereupon it is allowed to return to ambient temperature. The reaction mixture is then evaporated under reduced pressure and the resulting powder is recrystallized from absolute ethanol. 10 g of alpha-(2-hydroxyethyl)-2-oxo-1-pyrrolidineacetamide are... The product is O=[N+]([O-])c1cnc(Cl)nc1NCc1ccc2ncccc2c1. Reaction SMILES: [CH:24]([N:25]([CH2:26][CH3:27])[CH:28]([CH3:29])[CH3:30])([CH3:31])[CH3:32].[Cl:1][c:2]1[n:3][cH:4][c:5]([N+:9](=[O:10])[O-:11])[c:6]([Cl:8])[n:7]1.[Cl:33][CH2:34][Cl:35].[O:36]1[CH2:37][CH2:38][O:39][CH2:40][CH2:41]1.[n:12]1[cH:13][cH:14][cH:15][c:16]2[cH:17][c:18]([CH2:22][NH2:23])[cH:19][cH:20][c:21]12>>[Cl:1][c:2]1[n:3][cH:4][c:5]([N+:9](=[O:10])[O-:11])[c:6]([NH:23][CH2:22][c:18]2[cH:17][c:16]3[cH:15][cH:14][cH:13][n:12][c:21]3[cH:20][cH:19]2)[n:7]1. Starting materials: CCN(C(C)C)C(C)C, O=[N+]([O-])c1cnc(Cl)nc1Cl, ClCCl, C1COCCO1, NCc1ccc2ncccc2c1. Reactants: CN1CCOCC1 (N-methylmorpholine), CN1CCOCC1 (N-methylmorpholine), Cl.N[C@@H](C(C)C)C(=O)N1[C@H](C(=O)O)CCC1 (L-valyl-L-proline hydrochloride), C[Si](Cl)(C)C (trimethylchlorosilane), C(C1=CC=C(C=C1)OC)(=O)Cl (4-anisoyl chloride). Run in C1CCOC1 (THF), C1CCOC1 (THF). Reaction conditions: temperature 0 celsius, time 2 hour. Product: COC1=CC=C(C(=O)N[C@@H](C(C)C)C(=O)N2[C@H](C(=O)O)CCC2)C=C1 (N-(4-methoxybenzoyl)-L-valyl-L-proline). RXN SMILES: CN1CCOCC1.Cl.[NH2:9][C@H:10]([C:14]([N:16]1[CH2:23][CH2:22][CH2:21][C@H:17]1[C:18]([OH:20])=[O:19])=[O:15])[CH:11]([CH3:13])[CH3:12].C[Si](C)(C)Cl.[C:29](Cl)(=[O:38])[C:30]1[CH:35]=[CH:34][C:33]([O:36][CH3:37])=[CH:32][CH:31]=1>C1COCC1>[CH3:37][O:36][C:33]1[CH:34]=[CH:35][C:30]([C:29]([NH:9][C@H:10]([C:14]([N:16]2[CH2:23][CH2:22][CH2:21][C@H:17]2[C:18]([OH:20])=[O:19])=[O:15])[CH:11]([CH3:13])[CH3:12])=[O:38])=[CH:31][CH:32]=1 |f:1.2|. Procedure: N-methylmorpholine (46 ml) was added to a mixture of L-valyl-L-proline hydrochloride (34 g) in THF (850 ml), followed by trimethylchlorosilane (41 ml) maintaining the temperature below 30° C. The mixture was stirred for 2 hours and then cooled to 0° C. Further N-methylmorpholine (16.5 ml) was added, followed by a solution of 4-anisoyl chloride (18 ml) in THF (25 ml), maintaining the temperature below 5° C. After 15 minutes, the mixture was filtered and the filtrate concentrated in vacuo to a yel... Reactants: C([O-])([O-])=O.[K+].[K+] (Potassium carbonate), CC=1N=CN(C1)C1=C(C=C(C=C1)NC=1SC2=C(N1)C(CCC2)C2=CC=CC=C2)O (2-(4-methyl-imidazol-1-yl)-5-(4-phenyl-4,5,6,7-tetrahydro-benzothiazol-2-ylamino)-phenol), ICC (iodoethane), C(C)#N (acetonitrile). The product is [I-].C(C)OC1=C(C=CC(=C1)NC=1SC2=C(N1)C(CCC2)C2=CC=CC=C2)N2C=[N+](C(=C2)C)CC (3-[2-Ethoxy-4-(4-phenyl-4,5,6,7-tetrahydro-benzothiazol-2-ylamino)-phenyl]-1-ethyl-5-methyl-3H-imidazol-1-ium iodide). Yield: 45.0%. As a reaction SMILES: C(=O)([O-])[O-].[K+].[K+].[CH3:7][C:8]1[N:9]=[CH:10][N:11]([C:13]2[CH:18]=[CH:17][C:16]([NH:19][C:20]3[S:21][C:22]4[CH2:28][CH2:27][CH2:26][CH:25]([C:29]5[CH:34]=[CH:33][CH:32]=[CH:31][CH:30]=5)[C:23]=4[N:24]=3)=[CH:15][C:14]=2[OH:35])[CH:12]=1.[I:36][CH2:37][CH3:38].[C:39](#N)[CH3:40]>>[I-:36].[CH2:39]([O:35][C:14]1[CH:15]=[C:16]([NH:19][C:20]2[S:21][C:22]3[CH2:28][CH2:27][CH2:26][CH:25]([C:29]4[CH:30]=[CH:31][CH:32]=[CH:33][CH:34]=4)[C:23]=3[N:24]=2)[CH:17]=[CH:18][C:13]=1[N:11]1[CH:12]=[C:8]([CH3:7])[N+:9]([CH2:37][CH3:38])=[CH:10]1)[CH3:40] |f:0.1.2,6.7|. Reported procedure: Potassium carbonate (41.5 mg, 0.3 mmol) was added to a solution of 2-(4-methyl-imidazol-1-yl)-5-(4-phenyl-4,5,6,7-tetrahydro-benzothiazol-2-ylamino)-phenol (60.4 mg, 0.15 mmol), iodoethane (15 uL, 0.18 mmol) in acetonitrile (1.5 mL). The reaction was refluxed over night and the solvent was removed under reduced pressure. The residue was purified on silica gel using dichloromethane/methanol/concentrated aqueous ammonia (9:1:0.1 v/v/v) as eluent to yield the title compound (29 mg, 45%) as a beige ...